This data is from the Open Reaction Database (ORD), a public repository of structured organic reaction records. The task is: describe an organic reaction: reactants, conditions, products, and yield Reactants: Cc1ccc(CN2C(=O)NC(CCO[Si](c3ccccc3)(c3ccccc3)C(C)(C)C)C2=O)cc1, CCCI, [H-], [Na+], CN(C)C=O. Product: CCCN1C(=O)N(Cc2ccc(C)cc2)C(=O)C1CCO[Si](c1ccccc1)(c1ccccc1)C(C)(C)C. Reaction SMILES: [C:1]([CH3:2])([CH3:3])([CH3:4])[Si:5]([O:6][CH2:7][CH2:8][CH:9]1[C:10](=[O:23])[N:11]([CH2:15][c:16]2[cH:17][cH:18][c:19]([CH3:22])[cH:20][cH:21]2)[C:12](=[O:14])[NH:13]1)([c:24]1[cH:25][cH:26][cH:27][cH:28][cH:29]1)[c:30]1[cH:31][cH:32][cH:33][cH:34][cH:35]1.[CH2:38]([CH2:39][CH3:40])[I:41].[H-:36].[Na+:37].[O:42]=[CH:43][N:44]([CH3:45])[CH3:46]>>[C:1]([CH3:2])([CH3:3])([CH3:4])[Si:5]([O:6][CH2:7][CH2:8][CH:9]1[C:10](=[O:23])[N:11]([CH2:15][c:16]2[cH:17][cH:18][c:19]([CH3:22])[cH:20][cH:21]2)[C:12](=[O:14])[N:13]1[CH2:38][CH2:39][CH3:40])([c:24]1[cH:25][cH:26][cH:27][cH:28][cH:29]1)[c:30]1[cH:31][cH:32][cH:33][cH:34][cH:35]1. The reactants are ClC1=C(C#N)C=CC(=C1)F (2-chloro-4-fluorobenzonitrile), C1(CC1)C[C@H](N)C(=O)O (3-cyclopropyl-L-alanine), C([O-])([O-])=O.[Cs+].[Cs+] (cesium carbonate), C(C)(=O)OCC (ethyl acetate). Solvent: CS(=O)C (dimethyl sulfoxide). Run at temperature 90 celsius, time 8 hour. Yields the product ClC=1C=C(C=CC1C#N)N[C@@H](CC1CC1)C(=O)O (N-(3-chloro-4-cyanophenyl)-3-cyclopropylalanine). The yield is 100.0%. RXN SMILES: [Cl:1][C:2]1[CH:9]=[C:8](F)[CH:7]=[CH:6][C:3]=1[C:4]#[N:5].[CH:11]1([CH2:14][C@@H:15]([C:17]([OH:19])=[O:18])[NH2:16])[CH2:13][CH2:12]1.C(=O)([O-])[O-].[Cs+].[Cs+].C(OCC)(=O)C>CS(C)=O>[Cl:1][C:2]1[CH:9]=[C:8]([NH:16][C@H:15]([C:17]([OH:19])=[O:18])[CH2:14][CH:11]2[CH2:13][CH2:12]2)[CH:7]=[CH:6][C:3]=1[C:4]#[N:5] |f:2.3.4|. Reported procedure: To a solution of 2-chloro-4-fluorobenzonitrile (1.33 g) in dimethyl sulfoxide (20 mL) were added 3-cyclopropyl-L-alanine (1.00 g) and cesium carbonate (3.28 g), and the mixture was stirred at 90° C. overnight. After allowing to room temperature, ethyl acetate was added, and the mixture was extracted twice with saturated aqueous sodium hydrogen carbonate solution. The aqueous layers were combined, and acidified with citric acid, and the mixture was extracted twice with ethyl acetate. The organic ... The product is N#Cc1cncc(Cl)c1Cl. The reactants are O=C(c1ncc[nH]1)c1ncc[nH]1, ON=Cc1cncc(Cl)c1Cl, ClCCl. RXN SMILES: [C:12]([c:13]1[nH:14][cH:15][cH:16][n:17]1)([c:18]1[nH:19][cH:20][cH:21][n:22]1)=[O:23].[Cl:1][c:2]1[c:3]([CH:9]=[N:10][OH:11])[cH:4][n:5][cH:6][c:7]1[Cl:8].[Cl:24][CH2:25][Cl:26]>>[Cl:1][c:2]1[c:3]([C:9]#[N:10])[cH:4][n:5][cH:6][c:7]1[Cl:8]. The product is BrC1=CC(=C(C=C1F)C1CC(CC1)=O)F (3-(4-Bromo-2,5-difluorophenyl)cyclopentanone). RXN SMILES: [Br:1][C:2]1[C:7]([F:8])=[CH:6][C:5]([C:9]2[CH2:13][CH2:12][C:11](=[O:14])[CH:10]=2)=[C:4]([F:15])[CH:3]=1>C1COCC1.C1C=CC(P(C2C=CC=CC=2)C2C=CC=CC=2)=CC=1.C1C=CC(P(C2C=CC=CC=2)C2C=CC=CC=2)=CC=1.C1C=CC(P(C2C=CC=CC=2)C2C=CC=CC=2)=CC=1.[Cl-].[Rh]>[Br:1][C:2]1[C:7]([F:8])=[CH:6][C:5]([CH:9]2[CH2:13][CH2:12][C:11](=[O:14])[CH2:10]2)=[C:4]([F:15])[CH:3]=1 |f:2.3.4.5.6|. Reactants: BrC1=CC(=C(C=C1F)C1=CC(CC1)=O)F (3-(4-bromo-2,5-difluorophenyl)-2-cyclopentenone). The reagents and catalysts are C1=CC=C(C=C1)P(C2=CC=CC=C2)C3=CC=CC=C3.C1=CC=C(C=C1)P(C2=CC=CC=C2)C3=CC=CC=C3.C1=CC=C(C=C1)P(C2=CC=CC=C2)C3=CC=CC=C3.[Cl-].[Rh] (Wilkinson's catalyst). Yield: 91.8%. Run in C1CCOC1 (THF). Reported procedure: A solution of 16.4 g (60.2 mmol) of 3-(4-bromo-2,5-difluorophenyl)-2-cyclopentenone in 400 ml of THF was hydrogenated over 2.0 g of Wilkinson's catalyst at 25° C. for 18 hours. The solution was concentrated to a brown oil which was chromatographed on silica gel (E. Merck-230-400 Mesh) to remove the catalyst. The residue obtained was triturated with hexane, and the solids were filtered, washed with hexane, and dried to give 15.2 g (93%) of the title compound; mp 63°-65° C.